This data is from the Open Reaction Database (ORD), a public repository of structured organic reaction records. The task is: describe an organic reaction: reactants, conditions, products, and yield Reactants: N(=NC(=O)OCC)C(=O)OCC (Diethyl azodicarboxylate), O1CCN(CC1)CCCO (3-morpholinopropan-1-ol), OC1=C(C=C2C(N(C=NC2=C1)COC(C(C)(C)C)=O)=O)OC (7-hydroxy-3,4-dihydro-6-methoxy-3-((pivaloyloxy)methyl)quinazolin-4-one), C1(=CC=CC=C1)P(C1=CC=CC=C1)C1=CC=CC=C1 (triphenylphosphine). Run in C(Cl)Cl (methylene chloride). Conditions: time 2 hour. Yields the product COC=1C=C2C(N(C=NC2=CC1OCCCN1CCOCC1)COC(C(C)(C)C)=O)=O (3,4-dihydro-6-methoxy-3-((pivaloyloxy)metyl)-7-(3-morpholinopropoxy)quinazolin-4-one). Yield: 97.7%. As a reaction SMILES: N(C(OCC)=O)=NC(OCC)=O.[O:13]1[CH2:18][CH2:17][N:16]([CH2:19][CH2:20][CH2:21][OH:22])[CH2:15][CH2:14]1.O[C:24]1[CH:33]=[C:32]2[C:27]([C:28](=[O:42])[N:29]([CH2:34][O:35][C:36](=[O:41])[C:37]([CH3:40])([CH3:39])[CH3:38])[CH:30]=[N:31]2)=[CH:26][C:25]=1[O:43][CH3:44].C1(P(C2C=CC=CC=2)C2C=CC=CC=2)C=CC=CC=1>C(Cl)Cl>[CH3:44][O:43][C:25]1[CH:26]=[C:27]2[C:32](=[CH:33][C:24]=1[O:22][CH2:21][CH2:20][CH2:19][N:16]1[CH2:17][CH2:18][O:13][CH2:14][CH2:15]1)[N:31]=[CH:30][N:29]([CH2:34][O:35][C:36](=[O:41])[C:37]([CH3:38])([CH3:39])[CH3:40])[C:28]2=[O:42]. Procedure: Diethyl azodicarboxylate (2.67 ml, 17 mmol) was added dropwise to a solution of 3-morpholinopropan-1-ol (1.54 g, 10 mmol), 7-hydroxy-3,4-dihydro-6-methoxy-3-((pivaloyloxy)methyl)quinazolin-4-one (2.6 g, 8.5 mmol) and triphenylphosphine (4.45 g, 17 mmol) in methylene chloride (40 ml). After stirring for 2 hours at ambient temperature, the volatiles were removed by evaporation. The residue was purified by column chromatography eluting with methylene chloride/methanol (97/3 followed by 95/5) to giv... Starting materials: CC(C)(OC(=O)N[C@H]1C(N(CCCC1)C(=O)OCC(F)(F)F)=O)C ((3R)-3-[[(1,1-dimethylethoxy)carbonyl]amino]hexahydro-2-oxo-1H-azepine-1-carboxylic acid, 2,2,2-trifluoroethyl ester), C(=O)(O)[O-].[Na+] (NaHCO3), ClC1=CC=C2C(=CC(=NC2=C1)N)N1CCNCC1 (7-chloro-4-(1-piperazinyl)-2-quinolinamine), C(=O)(C(F)(F)F)O (TFA), ClC(Cl)(OC(OC(Cl)(Cl)Cl)=O)Cl (triphosgene). Product: NC1=NC2=CC(=CC=C2C(=C1)N1CCN(CC1)C(=O)N[C@@H]1C(N(CCCC1)C(=O)OCC(F)(F)F)=O)Cl ((3S)-3-[[[4-(2-Amino-7-chloro-4-quinolinyl)-1-piperazinyl]carbonyl]amino]hexahydro-2-oxo-1H-azepine-1-carboxylic acid, 2,2,2-trifluoroethyl Ester). Reaction SMILES: CC(C)(O[C:5]([NH:7][C@@H:8]1[CH2:14][CH2:13][CH2:12][CH2:11][N:10]([C:15]([O:17][CH2:18][C:19]([F:22])([F:21])[F:20])=[O:16])[C:9]1=[O:23])=[O:6])C.C(O)(C(F)(F)F)=O.ClC(Cl)(OC(=O)OC(Cl)(Cl)Cl)Cl.C([O-])(O)=O.[Na+].[Cl:49][C:50]1[CH:59]=[C:58]2[C:53]([C:54]([N:61]3[CH2:66][CH2:65][NH:64][CH2:63][CH2:62]3)=[CH:55][C:56]([NH2:60])=[N:57]2)=[CH:52][CH:51]=1>>[NH2:60][C:56]1[CH:55]=[C:54]([N:61]2[CH2:62][CH2:63][N:64]([C:5]([NH:7][C@H:8]3[CH2:14][CH2:13][CH2:12][CH2:11][N:10]([C:15]([O:17][CH2:18][C:19]([F:20])([F:21])[F:22])=[O:16])[C:9]3=[O:23])=[O:6])[CH2:65][CH2:66]2)[C:53]2[C:58](=[CH:59][C:50]([Cl:49])=[CH:51][CH:52]=2)[N:57]=1 |f:3.4|. Reported procedure: As described for example 213, (3R)-3-[[(1,1-dimethylethoxy)carbonyl]amino]hexahydro-2-oxo-1H-azepine-1-carboxylic acid, 2,2,2-trifluoroethyl ester, TFA, triphosgene, NaHCO3 (sat.), and 7-chloro-4-(1-piperazinyl)-2-quinolinamine are reacted to afford the product as a white solid. LC-MS: 543 (M++1). 1H NMR (DMSO+TFA): δ 1.32–1.45 (m, 1H), 1.56˜1.90 (m, 5H), 3.26 (m, 4H), 3.54–3.66 (m, 5H), 4.15 (m, 1H), 4.68 (br.d, 1H), 4.83 (m, 2H), 6.32 (s, 1H), 7.42 (dd, 1H), 7.60 (d, 1H), 7.90 (d, 1H). Starting materials: [Br-].[Br-].[Br-].[NH+]1=CC=CC=C1.[NH+]1=CC=CC=C1.[NH+]1=CC=CC=C1 (pyridinium tribromide), Cl.N1C(=CC=2C1=NC=CC2)C(=O)OC (methyl 1H-pyrrolo[2,3-b]pyridine-2-carboxylate hydrochloride), ice, O (water). The solvent is N1=CC=CC=C1 (pyridine), N1=CC=CC=C1 (pyridine). Reaction conditions: temperature 0 celsius. The product is BrC1=C(NC2=NC=CC=C21)C(=O)OC (methyl 3-bromo-1H-pyrrolo[2,3-b]pyridine-2-carboxylate). Yield: 32.5%. RXN SMILES: Cl.[NH:2]1[C:6]2=[N:7][CH:8]=[CH:9][CH:10]=[C:5]2[CH:4]=[C:3]1[C:11]([O:13][CH3:14])=[O:12].[Br-:15].[Br-].[Br-].[NH+]1C=CC=CC=1.[NH+]1C=CC=CC=1.[NH+]1C=CC=CC=1.O>N1C=CC=CC=1>[Br:15][C:4]1[C:5]2[C:6](=[N:7][CH:8]=[CH:9][CH:10]=2)[NH:2][C:3]=1[C:11]([O:13][CH3:14])=[O:12] |f:0.1,2.3.4.5.6.7|. Reported procedure: To a solution of 3.2 g of methyl 1H-pyrrolo[2,3-b]pyridine-2-carboxylate hydrochloride in 165 mL of pyridine is added dropwise, at 0° C. under an argon atmosphere, a solution of 5.04 g of pyridinium tribromide in 35 mL of pyridine. The reaction mixture is then stirred at 0° C., and then poured onto a mixture of 250 g of crushed ice and 750 ml of distilled water. The suspension is filtered and the solid is washed with twice 25 mL of distilled water and then dried in the open air. 0.87 g of methyl... The reactants are NC1=C(C(=O)OC)C=CC(=C1)C(=O)OC (dimethyl 2-aminoterephthalate), C(C)#N (acetonitrile). Run in Cl (hydrochloric acid), O1CCOCC1 (1,4-dioxane). Run at temperature 50 celsius, time 3 hour. Product: CC1=NC2=CC(=CC=C2C(N1)=O)C(=O)OC (methyl 2-methyl-4-oxo-3,4-dihydroquinazoline-7-carboxylate). The yield is 99.3%. As a reaction SMILES: [NH2:1][C:2]1[CH:11]=[C:10]([C:12]([O:14][CH3:15])=[O:13])[CH:9]=[CH:8][C:3]=1[C:4]([O:6]C)=O.[C:16](#[N:18])[CH3:17]>Cl.O1CCOCC1>[CH3:17][C:16]1[NH:18][C:4](=[O:6])[C:3]2[C:2](=[CH:11][C:10]([C:12]([O:14][CH3:15])=[O:13])=[CH:9][CH:8]=2)[N:1]=1. Reported procedure: To a solution of dimethyl 2-aminoterephthalate (0.50 g, 2.4 mmol) in 4.0 M hydrochloric acid in 1,4-dioxane (4.8 mL) was added acetonitrile (1.0 mL, 19.0 mmol). The reaction mixture was heated to 50° C. and stirred for 3 h. The mixture was then cooled to rt, concentrated and the residue was twice co-evaporated with toluene. Ether was added and the mixture was extracted with water (2×). The combined aqueous phases were then concentrated to afford methyl 2-methyl-4-oxo-3,4-dihydroquinazoline-7-car... Reactants: BrCC1=NC2=CC=CC=C2N=C1CBr (2,3-bis(bromomethyl)quinoxaline), C(C)OC(C(CC1=NC2=CC=CC=C2N=C1CP(=O)(O)O)N)=O (α-amino-3-(phosphonomethyl)-2-quinoxalinepropanoic acid ethyl ester), [OH-].[K+] (potassium hydroxide), C1C(C)O1 (propylene oxide). Run in O (water). Conditions: time 8 hour. Yields the product NC(C(=O)O)CC1=NC2=CC=CC=C2N=C1CP(=O)(O)O (α-Amino-3-(phosphonomethyl)-2-quinoxalinepropanoic Acid). As a reaction SMILES: BrCC1C(CBr)=NC2C(=CC=CC=2)N=1.C([O:17][C:18](=[O:37])[CH:19]([NH2:36])[CH2:20][C:21]1[C:30]([CH2:31][P:32]([OH:35])([OH:34])=[O:33])=[N:29][C:28]2[C:23](=[CH:24][CH:25]=[CH:26][CH:27]=2)[N:22]=1)C.[OH-].[K+].C1OC1C>O>[NH2:36][CH:19]([CH2:20][C:21]1[C:30]([CH2:31][P:32]([OH:34])([OH:35])=[O:33])=[N:29][C:28]2[C:23](=[CH:24][CH:25]=[CH:26][CH:27]=2)[N:22]=1)[C:18]([OH:37])=[O:17] |f:2.3|. Reported procedure: The crude hydrobromide of α-amino-3-(phosphonomethyl)-2-quinoxalinepropanoic acid ethyl ester (1.4 mmole, 600 mg) was added to 1N aqueous potassium hydroxide (5.75 mL). The mixture was stirred overnight at room temperature, and then applied to an ion-exchange column (20 mL volume, Amberlite IRA 400) which had been prewashed with deionized water (40 mL). The column was washed to neutrality with deionized water, and the elution was continued with 0.5N hydrochloric acid. The acidic eluate was evapo... Starting materials: [H-].[H-].[H-].[H-].[Li+].[Al+3] (LiAlH4), BrC1=C(C=C(C(=O)OC)C=C1)OC1OCCCC1 (methyl 4-bromo-3-(tetrahydropyran-2-yloxy)benzoate). The solvent is CCOCC (Et2O), CCOCC (Et2O). Reaction conditions: time 2 hour. Product: BrC1=C(C=C(CO)C=C1)OC1OCCCC1 (4-bromo-3-(tetrahydropyran-2-yloxy)benzyl alcohol). The yield is 88.1%. RXN SMILES: [H-].[H-].[H-].[H-].[Li+].[Al+3].[Br:7][C:8]1[CH:17]=[CH:16][C:11]([C:12](OC)=[O:13])=[CH:10][C:9]=1[O:18][CH:19]1[CH2:24][CH2:23][CH2:22][CH2:21][O:20]1>CCOCC>[Br:7][C:8]1[CH:17]=[CH:16][C:11]([CH2:12][OH:13])=[CH:10][C:9]=1[O:18][CH:19]1[CH2:24][CH2:23][CH2:22][CH2:21][O:20]1 |f:0.1.2.3.4.5|. Procedure details: To a suspension of LiAlH4 (0.72 g, 19.04 mmol) in anhydrous Et2O (90 mL) was slowly added a solution of methyl 4-bromo-3-(tetrahydropyran-2-yloxy)benzoate (4.0 g, 12.69 mmol) in anhydrous Et2O (10 mL). The mixture was stirred at room temperature for 2 h and then cautiously quenched with Na2SO4.10H2O (until gas evolution ceases). The solids were filtered off and washed with Et2O (100 mL). The combined organic fractions were then dried (Na2SO4) and concentrated in vacuo. The pale yellow residue wa... The reactants are CCO, Cl, CC(C)(Cc1ccc(F)c(F)c1)NC=O, [Na+], [OH-], O. Product: CC(C)(N)Cc1ccc(F)c(F)c1. RXN SMILES: [CH3:20][CH2:21][OH:22].[ClH:16].[F:1][c:2]1[cH:3][c:4]([CH2:9][C:10]([CH3:11])([CH3:12])[NH:13][CH:14]=[O:15])[cH:5][cH:6][c:7]1[F:8].[Na+:19].[OH-:18].[OH2:17]>>[F:1][c:2]1[cH:3][c:4]([CH2:9][C:10]([CH3:11])([CH3:12])[NH2:13])[cH:5][cH:6][c:7]1[F:8].